This data is from the Open Reaction Database (ORD), a public repository of structured organic reaction records. The task is: describe an organic reaction: reactants, conditions, products, and yield RXN SMILES: [CH:35]12[O:36][CH2:37][CH:38]([NH:39][CH2:40]1)[CH2:41]2.[CH:42]([N:43]([CH2:44][CH3:45])[CH:46]([CH3:47])[CH3:48])([CH3:49])[CH3:50].[Cl:51][CH:52]([Cl:53])[CH3:54].[F:28][C:29]([F:30])([F:31])[C:32]([OH:33])=[O:34].[O:55]1[CH2:56][CH2:57][CH2:58][CH2:59]1.[c:1]1([O:2][C:8]([NH:9][c:10]2[s:11][c:12]3[c:13]([N:21]4[CH2:22][CH2:23][O:24][CH2:25][CH2:26]4)[n:14][cH:15][c:16]([O:19][CH3:20])[c:17]3[n:18]2)=[O:27])[cH:3][cH:4][cH:5][cH:6][cH:7]1>>[C:8]([NH:9][c:10]1[s:11][c:12]2[c:13]([N:21]3[CH2:22][CH2:23][O:24][CH2:25][CH2:26]3)[n:14][cH:15][c:16]([O:19][CH3:20])[c:17]2[n:18]1)(=[O:27])[N:39]1[CH:38]2[CH2:37][O:36][CH:35]([CH2:40]1)[CH2:41]2. Starting materials: C1OC2CNC1C2, CCN(C(C)C)C(C)C, CC(Cl)Cl, O=C(O)C(F)(F)F, C1CCOC1, COc1cnc(N2CCOCC2)c2sc(NC(=O)Oc3ccccc3)nc12. The product is COc1cnc(N2CCOCC2)c2sc(NC(=O)N3CC4CC3CO4)nc12. Reaction SMILES: [CH2:41]([O:42][C:43]([N:44]=[N:45][C:46]([O:47][CH2:48][CH3:49])=[O:50])=[O:51])[CH3:52].[O:53]1[CH2:54][CH2:55][CH2:56][CH2:57]1.[OH:1][C:2]([CH2:3][OH:4])([CH2:5][C:6]([CH3:7])([CH3:8])[c:9]1[c:10]([O:16][CH3:17])[cH:11][cH:12][c:13]([F:15])[cH:14]1)[C:18]([F:19])([F:20])[F:21].[c:22]1([P:23]([c:24]2[cH:25][cH:26][cH:27][cH:28][cH:29]2)[c:30]2[cH:31][cH:32][cH:33][cH:34][cH:35]2)[cH:36][cH:37][cH:38][cH:39][cH:40]1>>[C:2]1([CH2:5][C:6]([CH3:7])([CH3:8])[c:9]2[c:10]([O:16][CH3:17])[cH:11][cH:12][c:13]([F:15])[cH:14]2)([C:18]([F:19])([F:20])[F:21])[CH2:3][O:4]1. Starting materials: CCOC(=O)N=NC(=O)OCC, C1CCOC1, COc1ccc(F)cc1C(C)(C)CC(O)(CO)C(F)(F)F, c1ccc(P(c2ccccc2)c2ccccc2)cc1. Product: COc1ccc(F)cc1C(C)(C)CC1(C(F)(F)F)CO1. The reactants are [H-].[Na+] (Sodium hydride), C(C=C)Br (allyl bromide), C(C)(=O)N[C@H]1[C@@H](C=C(C[C@H]1O)C(=O)OC)OC(C)C (methyl (3R,4R,5R)-4-(acetylamino)-5-hydroxy-3-isopropoxy-1-cyclohexene-1-carboxylate). Run in C1CCOC1 (THF). Reaction conditions: time 5 hour. Product: C(C)(=O)N[C@H]1[C@@H](C=C(C[C@H]1OCC=C)C(=O)OC)OC(C)C (methyl (3R,4R,5R)-4-(acetylamino)-5-(allyloxy)-3-isopropoxy-1-cyclohexene-1-carboxylate). Isolated yield 90.4%. RXN SMILES: [H-].[Na+].[CH2:3](Br)[CH:4]=[CH2:5].[C:7]([NH:10][C@@H:11]1[C@H:16]([OH:17])[CH2:15][C:14]([C:18]([O:20][CH3:21])=[O:19])=[CH:13][C@H:12]1[O:22][CH:23]([CH3:25])[CH3:24])(=[O:9])[CH3:8]>C1COCC1>[C:7]([NH:10][C@@H:11]1[C@H:16]([O:17][CH2:5][CH:4]=[CH2:3])[CH2:15][C:14]([C:18]([O:20][CH3:21])=[O:19])=[CH:13][C@H:12]1[O:22][CH:23]([CH3:25])[CH3:24])(=[O:9])[CH3:8] |f:0.1|. Reported procedure: Sodium hydride (60%, 35 mg, 0.875 mmol) and allyl bromide (0.051 mL, 0.589 mmol) were added to a 0° C. solution of Example 13L (80 mg, 0.295 mmol) in THF (15 mL). After stirring for 5 hours, the reaction mixture was quenched with saturated NH4Cl, and then extracted with ethyl acetate. The ethyl acetate layer was washed with brine, dried (MgSO4), filtered and concentrated. The concentrate was purified by flash chromatography using ethyl acetate to afford 83 mg (90%) of the desired product as a wh... Starting materials: CC(C)(C)OC(=O)NC1COCCC1N=[N+]=[N-], O=[Pt]. Product: CC(C)(C)OC(=O)NC1COCCC1N. RXN SMILES: [N:1](=[N+:2]=[N-:3])[CH:4]1[CH:5]([NH:10][C:11]([O:12][C:13]([CH3:14])([CH3:15])[CH3:16])=[O:17])[CH2:6][O:7][CH2:8][CH2:9]1.[Pt:18]=[O:19]>>[NH2:1][CH:4]1[CH:5]([NH:10][C:11]([O:12][C:13]([CH3:14])([CH3:15])[CH3:16])=[O:17])[CH2:6][O:7][CH2:8][CH2:9]1.